Task: describe an organic reaction: reactants, conditions, products, and yield. Dataset: the Open Reaction Database (ORD), a public repository of structured organic reaction records Reactants: C1(=C(C=CC=C1)OS(=O)(=O)C(F)(F)F)C (o-tolyltriflate), C(CCC)N (n-butylamine). Product: C(CCC)NC1=C(C=CC=C1)C (N-butyl-2-methylaniline). The yield is 67.0%. Reaction SMILES: [C:1]1([CH3:15])[CH:6]=[CH:5][CH:4]=[CH:3][C:2]=1OS(C(F)(F)F)(=O)=O.[CH2:16]([NH2:20])[CH2:17][CH2:18][CH3:19]>>[CH2:16]([NH:20][C:2]1[CH:3]=[CH:4][CH:5]=[CH:6][C:1]=1[CH3:15])[CH2:17][CH2:18][CH3:19]. Reported procedure: General procedure B using 55.1 mg (0.229 mmol) of o-tolyltriflate and 34.0 μl (0.344 mmol) of n-butylamine gave 67% yield of N-butyl-2-methylaniline after silica gel chromatograph using 5% ethyl acetate in hexanes.